From a dataset of the Open Reaction Database (ORD), a public repository of structured organic reaction records. describe an organic reaction: reactants, conditions, products, and yield The reactants are C(C)(=O)O[C@H]1[C@@H](O[C@@H]([C@H]([C@@H]1OC(C)=O)OC(C)=O)COC(C)=O)OC1=CC=CC=2SC=C(C21)CCC2=CC=C(C=C2)C(=O)O (4-(2,3,4,6-tetra-O-acetyl-β-D-glucopyranosyloxy)-3-[2-(4-carboxyphenyl)ethyl]-benzo[b]thiophene), Cl.NCC(=O)N (glycinamide hydrochloride), OCCN1CCNCC1 (1-(2-hydroxyethyl)piperazine). The product is C(N)(=O)CNC(=O)C1=CC=C(C=C1)CCC=1C2=C(SC1)C=CC=C2O[C@H]2[C@H](O)[C@@H](O)[C@H](O)[C@H](O2)CO (3-{2-[4-(Carbamoylmethylcarbamoyl)phenyl]ethyl}-4-(β-D-glucopyranosyloxy)benzo[b]thiophene). Reaction SMILES: C([O:4][C@@H:5]1[C@@H:10]([O:11]C(=O)C)[C@H:9]([O:15]C(=O)C)[C@@H:8]([CH2:19][O:20]C(=O)C)[O:7][C@H:6]1[O:24][C:25]1[C:33]2[C:32]([CH2:34][CH2:35][C:36]3[CH:41]=[CH:40][C:39]([C:42](O)=[O:43])=[CH:38][CH:37]=3)=[CH:31][S:30][C:29]=2[CH:28]=[CH:27][CH:26]=1)(=O)C.Cl.[NH2:46][CH2:47][C:48]([NH2:50])=[O:49].OCCN1CCNCC1>>[C:48]([CH2:47][NH:46][C:42]([C:39]1[CH:38]=[CH:37][C:36]([CH2:35][CH2:34][C:32]2[C:33]3[C:25]([O:24][C@@H:6]4[O:7][C@H:8]([CH2:19][OH:20])[C@@H:9]([OH:15])[C@H:10]([OH:11])[C@H:5]4[OH:4])=[CH:26][CH:27]=[CH:28][C:29]=3[S:30][CH:31]=2)=[CH:41][CH:40]=1)=[O:43])(=[O:49])[NH2:50] |f:1.2|. Procedure details: The title compound was prepared in a similar manner to that described in Example 90 using 4-(2,3,4,6-tetra-O-acetyl-β-D-glucopyranosyloxy)-3-[2-(4-carboxyphenyl)ethyl]-benzo[b]thiophene and glycinamide hydrochloride instead of 4-(2,3,4,6-tetra-O-acetyl-β-D-glucopyranosyloxy)-3-[2-(4-{2-[1-carboxy-1-(methyl)ethylcarbamoyl]ethyl}phenyl)ethyl]-benzofuran and 1-(2-hydroxyethyl)piperazine, respectively.